Dataset: the Open Reaction Database (ORD), a public repository of structured organic reaction records. Task: describe an organic reaction: reactants, conditions, products, and yield The reactants are ClC1=NC2=CC=C(C=C2C=C1)[N+](=O)[O-] (2-chloro-6-nitro-quinoline), FC1=CC=C2CCC(C2=C1)N (rac-6-fluoro-indan-1-ylamine). Yields the product FC1=CC=C2CCC(C2=C1)NC1=NC2=CC=C(C=C2C=C1)N (rac-N2-(6-Fluoro-indan-1-yl)-quinoline-2,6-diamine). As a reaction SMILES: Cl[C:2]1[CH:11]=[CH:10][C:9]2[C:4](=[CH:5][CH:6]=[C:7]([N+:12]([O-])=O)[CH:8]=2)[N:3]=1.[F:15][C:16]1[CH:24]=[C:23]2[C:19]([CH2:20][CH2:21][CH:22]2[NH2:25])=[CH:18][CH:17]=1>>[F:15][C:16]1[CH:24]=[C:23]2[C:19]([CH2:20][CH2:21][CH:22]2[NH:25][C:2]2[CH:11]=[CH:10][C:9]3[C:4](=[CH:5][CH:6]=[C:7]([NH2:12])[CH:8]=3)[N:3]=2)=[CH:18][CH:17]=1. Reported procedure: The title compound was prepared in accordance with the general method described in example 2 from 2-chloro-6-nitro-quinoline and rac-6-fluoro-indan-1-ylamine (CAS no: 168902-77-0); MS: m/e=294.3 (M+H+).